From a dataset of the Open Reaction Database (ORD), a public repository of structured organic reaction records. describe an organic reaction: reactants, conditions, products, and yield Starting materials: BrC1=CC(=C(N)C=C1)CC (4-bromo-2-ethylaniline), C(C)(=O)[O-].[K+] (potassium acetate), C(C)(=O)OC(C)=O (acetic anhydride), C1COCCOCCOCCOCCOCCO1 (18-Crown-6), C(C)(C)(C)ON=O (t-butylnitrite). The solvent is C(Cl)(Cl)Cl (chloroform), C(Cl)(Cl)Cl (chloroform). The product is C(C)(=O)N1N=C(C2=CC(=CC=C12)Br)C (1-Acetyl-5-bromo-3-methyl-1H-indazole). As a reaction SMILES: [Br:1][C:2]1[CH:8]=[CH:7][C:5]([NH2:6])=[C:4]([CH2:9][CH3:10])[CH:3]=1.[C:11]([O-:14])(=O)[CH3:12].[K+].C(OC(=O)C)(=O)C.C1OCCOCCOCCOCCOCCOC1.C(O[N:46]=O)(C)(C)C>C(Cl)(Cl)Cl>[C:11]([N:6]1[C:5]2[C:4](=[CH:3][C:2]([Br:1])=[CH:8][CH:7]=2)[C:9]([CH3:10])=[N:46]1)(=[O:14])[CH3:12] |f:1.2|. Procedure details: A solution of 4-bromo-2-ethylaniline (1.09 g) in chloroform (20 ml) was stirred at room temp. then treated with potassium acetate (0.49 g) followed by acetic anhydride (0.95 ml). 18-Crown-6 (0.26 g) and t-butylnitrite (1.32 ml) were added after 30 min and the mixture was stirred at reflux for 18 h. The reaction mixture was diluted with chloroform and washed with saturated aqueous sodium hydrogen carbonate. The organic phase was separated using a hydrophobic frit and the solvent was evaporated to... Starting materials: ClS(=O)(=O)O (Chlorosulfonic acid), C(C1=CC=CC=C1)C1C(NC(S1)=O)=O (5-benzyl-2,4-thiazolidinedione), ice. Run at time 0.5 hour. The product is S1C(NC(C1CC1=CC=C(C=C1)S(=O)(=O)Cl)=O)=O (4-[(Thiazolidine-2,4-dion-5-yl)methyl]benzenesulfonyl Chloride). RXN SMILES: [Cl:1][S:2]([OH:5])(=O)=[O:3].[CH2:6]([CH:13]1[S:17][C:16](=[O:18])[NH:15][C:14]1=[O:19])[C:7]1[CH:12]=[CH:11][CH:10]=[CH:9][CH:8]=1>>[S:17]1[CH:13]([CH2:6][C:7]2[CH:12]=[CH:11][C:10]([S:2]([Cl:1])(=[O:5])=[O:3])=[CH:9][CH:8]=2)[C:14](=[O:19])[NH:15][C:16]1=[O:18]. Procedure details: Chlorosulfonic acid (5 ml) was cooled to 0° C. and the 5-benzyl-2,4-thiazolidinedione prepared above (9.6 mmol, 2.0 g) was added portionwise. The reaction mixture was stirred at room temperature for 0.5 hour and poured into ice (25 g). The solution was extracted with methylene chloride (2×50 ml) and the organic layers were dried (Na2SO4) and solvent removed in vacuo to afford title product which was used without further purification. The solvent is CO (methanol). Starting materials: ClC=1C=C(OC(C(=O)OC)C2=CC=CC=C2)C=CC1C=O (methyl 2-(3-chloro-4-formyl-phenoxy)-2-phenylacetate), [BH4-].[Na+] (sodium borohydride). Yield: 91.8%. Reaction SMILES: [Cl:1][C:2]1[CH:3]=[C:4]([CH:17]=[CH:18][C:19]=1[CH:20]=[O:21])[O:5][CH:6]([C:11]1[CH:16]=[CH:15][CH:14]=[CH:13][CH:12]=1)[C:7]([O:9][CH3:10])=[O:8].[BH4-].[Na+]>CO>[Cl:1][C:2]1[CH:3]=[C:4]([CH:17]=[CH:18][C:19]=1[CH2:20][OH:21])[O:5][CH:6]([C:11]1[CH:16]=[CH:15][CH:14]=[CH:13][CH:12]=1)[C:7]([O:9][CH3:10])=[O:8] |f:1.2|. Procedure details: A stirred solution of 1.49 g (4.90 mmol) of the product of Step A dissolved in 20 mL of methanol was treated with 0.093 g (2.46 mmol) of sodium borohydride at room temperature. After 5 minutes the reaction mixture was partitioned between ethyl acetate and 1N hydrochloric acid, and the organic layer was separated. The product was washed with water, brine, dried (MgSO4), filtered and evaporated in vacuo. The residue was purified on a silica gel flash chromatography column eluted with 25% ethyl ace... Product: ClC=1C=C(OC(C(=O)OC)C2=CC=CC=C2)C=CC1CO (methyl 2-(3-chloro-4-hydroxymethylphenoxy)-2-phenylacetate). Starting materials: COc1ccc(Oc2nc(Cl)ncc2NCC2CCCN2C(=O)OC(C)(C)C)cc1, CSc1cncc(B(O)O)c1, CCO, CCOC(C)=O, [K+], [K+], O=C([O-])[O-], O. Yields the product COc1ccc(Oc2nc(-c3cncc(SC)c3)ncc2NCC2CCCN2C(=O)OC(C)(C)C)cc1. RXN SMILES: [C:1]([CH3:2])([CH3:3])([CH3:4])[O:5][C:6](=[O:7])[N:8]1[CH:9]([CH2:13][NH:14][c:15]2[c:16]([O:22][c:23]3[cH:24][cH:25][c:26]([O:29][CH3:30])[cH:27][cH:28]3)[n:17][c:18]([Cl:21])[n:19][cH:20]2)[CH2:10][CH2:11][CH2:12]1.[CH3:31][S:32][c:33]1[cH:34][c:35]([B:39]([OH:40])[OH:41])[cH:36][n:37][cH:38]1.[CH3:48][CH2:49][OH:50].[CH3:52][CH2:53][O:54][C:55]([CH3:56])=[O:57].[K+:42].[K+:43].[O-:44][C:45]([O-:46])=[O:47].[OH2:51]>>[C:1]([CH3:2])([CH3:3])([CH3:4])[O:5][C:6](=[O:7])[N:8]1[CH:9]([CH2:13][NH:14][c:15]2[c:16]([O:22][c:23]3[cH:24][cH:25][c:26]([O:29][CH3:30])[cH:27][cH:28]3)[n:17][c:18](-[c:35]3[cH:34][c:33]([S:32][CH3:31])[cH:38][n:37][cH:36]3)[n:19][cH:20]2)[CH2:10][CH2:11][CH2:12]1. Starting materials: C(C1=CC=CC=C1)OC1=CC2=C([C@@H](CO2)NO)C=C1 ((S)-N-(6-benzyloxy-2,3-dihydrobenzofuran-3-yl)hydroxyamine), CN(C)C=O (DMF), C(C)(=O)O (acetic acid), [O-]C#N.[K+] (potassium cyanate), resultant suspension. Solvent: O (water), O (Water). Conditions: time 1 hour. Product: C(C1=CC=CC=C1)OC1=CC2=C([C@@H](CO2)N(C(=O)N)O)C=C1 ((S)-N-(6-Benzyloxy-2,3-dihydrobenzofuran-3-yl)-N-hydroxyurea). Isolated yield 83.0%. As a reaction SMILES: [CH2:1]([O:8][C:9]1[CH:19]=[CH:18][C:12]2[C@H:13]([NH:16][OH:17])[CH2:14][O:15][C:11]=2[CH:10]=1)[C:2]1[CH:7]=[CH:6][CH:5]=[CH:4][CH:3]=1.C[N:21]([CH:23]=[O:24])C.C(O)(=O)C.[O-]C#N.[K+]>O>[CH2:1]([O:8][C:9]1[CH:19]=[CH:18][C:12]2[C@H:13]([N:16]([OH:17])[C:23]([NH2:21])=[O:24])[CH2:14][O:15][C:11]=2[CH:10]=1)[C:2]1[CH:3]=[CH:4][CH:5]=[CH:6][CH:7]=1 |f:3.4|. Reported procedure: To a stirred solution of (S)-N-(6-benzyloxy-2,3-dihydrobenzofuran-3-yl)hydroxyamine of Example 7(b) above, (10.0 kg, 38.9 moles), DMF (50.0 L), and acetic acid (3.34 L) cooled to 5° C. was added in one portion, a cooled (0° C.) solution of potassium cyanate (4.73 kg, 58.3 moles) in water (9.0 L). This was added at such a rate that the internal temperature did not exceed 10° C. The resultant suspension was stirred for 30 min at room temperature. Water (213 L) was added and the mixture stirred for... Starting materials: CC(=O)O, CCOC(C)=O, CCOCC, O=C(O)c1c(Cl)ccnc1C(F)(F)F, C=[N+]=[N-], CN(N=O)C(N)=O. Product: COC(=O)c1c(Cl)ccnc1C(F)(F)F. As a reaction SMILES: [CH3:25][C:26](=[O:27])[OH:28].[CH3:29][CH2:30][O:31][C:32](=[O:33])[CH3:34].[CH3:35][CH2:36][O:37][CH2:38][CH3:39].[Cl:1][c:2]1[cH:3][cH:4][n:5][c:6]([C:11]([F:12])([F:13])[F:14])[c:7]1[C:8](=[O:9])[OH:10].[N+:15](=[N-:16])=[CH2:17].[N:18]([N:19]([CH3:20])[C:21]([NH2:22])=[O:23])=[O:24]>>[Cl:1][c:2]1[cH:3][cH:4][n:5][c:6]([C:11]([F:12])([F:13])[F:14])[c:7]1[C:8](=[O:9])[O:10][CH3:17].